This data is from the Open Reaction Database (ORD), a public repository of structured organic reaction records. The task is: describe an organic reaction: reactants, conditions, products, and yield Reactants: C([O-])([O-])=O.[Na+].[Na+] (sodium carbonate), P(=O)([O-])(O)O.[NH4+] (monoammonium phosphate), [O-]P([O-])(=O)OP(=O)([O-])[O-].[Na+].[Na+].[Na+].[Na+] (tetra sodium pyrophosphate), [O-]P(=O)([O-])OP(=O)([O-])OP(=O)([O-])[O-].[Na+].[Na+].[Na+].[Na+].[Na+] (sodium tripolyphosphate). The product is [O-]P1(=O)OP(=O)(OP(=O)(OP(=O)(OP(=O)(OP(=O)(O1)[O-])[O-])[O-])[O-])[O-].[Na+].[Na+].[Na+].[Na+].[Na+].[Na+] (sodium hexametaphosphate). As a reaction SMILES: C(=O)([O-])[O-].[Na+:5].[Na+].[P:7](O)(O)([O-:9])=[O:8].[NH4+].[O-:13][P:14]([O:17][P:18]([O-:21])([O-:20])=[O:19])(=[O:16])[O-:15].[Na+].[Na+].[Na+].[Na+].[O-][P:27]([O:30][P:31]([O:34][P:35]([O-:38])([O-:37])=[O:36])([O-:33])=[O:32])([O-:29])=[O:28].[Na+].[Na+].[Na+].[Na+].[Na+]>>[O-:16][P:14]1([O:15][P:7]([O-:9])(=[O:8])[O:38][P:35]([O-:37])(=[O:36])[O:34][P:31]([O-:33])(=[O:32])[O:30][P:27]([O-:29])(=[O:28])[O:20][P:18]([O-:21])(=[O:19])[O:17]1)=[O:13].[Na+:5].[Na+:5].[Na+:5].[Na+:5].[Na+:5].[Na+:5] |f:0.1.2,3.4,5.6.7.8.9,10.11.12.13.14.15,16.17.18.19.20.21.22|. Procedure: A process as claimed in claim 1, in which a 1:1 by weight mixture of sodium carbonate and monoammonium phosphate is subjected to the microwave radiation until a mixture of tetra sodium pyrophosphate, sodium tripolyphosphate and sodium hexametaphosphate is obtained. The reactants are CC(CO)CBr, CC1(C)OB(c2ccc(O)cc2)OC1(C)C, CC#N, [K+], [K+], O=C([O-])[O-]. Product: CC(CO)COc1ccc(B2OC(C)(C)C(C)(C)O2)cc1. Reaction SMILES: [Br:1][CH2:2][CH:3]([CH2:4][OH:5])[CH3:6].[CH3:13][C:14]1([CH3:28])[O:15][B:16]([c:21]2[cH:22][cH:23][c:24]([OH:27])[cH:25][cH:26]2)[O:17][C:18]1([CH3:19])[CH3:20].[CH3:29][C:30]#[N:31].[K+:7].[K+:8].[O-:9][C:10]([O-:11])=[O:12]>>[CH2:2]([CH:3]([CH2:4][OH:5])[CH3:6])[O:27][c:24]1[cH:23][cH:22][c:21]([B:16]2[O:15][C:14]([CH3:13])([CH3:28])[C:18]([CH3:19])([CH3:20])[O:17]2)[cH:26][cH:25]1. Starting materials: CS(C)=O, CNc1ncnc(-c2cccnc2Cl)n1, O=C(O)c1cc(O)ccc1F, O. Yields the product CNc1ncnc(-c2cccnc2Oc2ccc(F)c(C(=O)O)c2)n1. RXN SMILES: [CH3:27][S:28]([CH3:29])=[O:30].[Cl:1][c:2]1[n:3][cH:4][cH:5][cH:6][c:7]1-[c:8]1[n:9][c:10]([NH:14][CH3:15])[n:11][cH:12][n:13]1.[F:16][c:17]1[c:18]([C:19](=[O:20])[OH:21])[cH:22][c:23]([OH:26])[cH:24][cH:25]1.[OH2:31]>>[c:2]1([O:26][c:23]2[cH:22][c:18]([C:19](=[O:20])[OH:21])[c:17]([F:16])[cH:25][cH:24]2)[n:3][cH:4][cH:5][cH:6][c:7]1-[c:8]1[n:9][c:10]([NH:14][CH3:15])[n:11][cH:12][n:13]1.